Dataset: the Open Reaction Database (ORD), a public repository of structured organic reaction records. Task: describe an organic reaction: reactants, conditions, products, and yield Reactants: O (water), [H-].[Na+] (Sodium hydride), ClCC=1C=CC(=NC1)OCCC=1N=C(OC1C)C1=CC=CC=C1 (5-chloromethyl-2-[2-(5-methyl-2-phenyl-4-oxazolyl)ethoxy]pyridine), C(C)OC(CC=1C(=NNC1)C1=CC=CC=C1)=O (ethyl(3-phenyl-1H-pyrazol-4-yl)acetate). Run in CN(C=O)C (N,N-dimethylformamide). Conditions: time 1 hour. The product is CC1=C(N=C(O1)C1=CC=CC=C1)CCOC1=CC=C(C=N1)CN1N=C(C(=C1)CC(=O)OCC)C1=CC=CC=C1 (ethyl [1-[6-[2-(5-methyl-2-phenyl-4-oxazolyl)ethoxy]-3-pyridylmethyl]-3-phenyl-1H-pyrazol-4-yl]acetate). Isolated yield 62.9%. Reaction SMILES: [H-].[Na+].Cl[CH2:4][C:5]1[CH:6]=[CH:7][C:8]([O:11][CH2:12][CH2:13][C:14]2[N:15]=[C:16]([C:20]3[CH:25]=[CH:24][CH:23]=[CH:22][CH:21]=3)[O:17][C:18]=2[CH3:19])=[N:9][CH:10]=1.[CH2:26]([O:28][C:29](=[O:42])[CH2:30][C:31]1[C:32]([C:36]2[CH:41]=[CH:40][CH:39]=[CH:38][CH:37]=2)=[N:33][NH:34][CH:35]=1)[CH3:27].O>CN(C)C=O>[CH3:19][C:18]1[O:17][C:16]([C:20]2[CH:25]=[CH:24][CH:23]=[CH:22][CH:21]=2)=[N:15][C:14]=1[CH2:13][CH2:12][O:11][C:8]1[N:9]=[CH:10][C:5]([CH2:4][N:34]2[CH:35]=[C:31]([CH2:30][C:29]([O:28][CH2:26][CH3:27])=[O:42])[C:32]([C:36]3[CH:41]=[CH:40][CH:39]=[CH:38][CH:37]=3)=[N:33]2)=[CH:6][CH:7]=1 |f:0.1|. Reported procedure: Sodium hydride (60%, oily, 70.0 mg) was added to a solution of 5-chloromethyl-2-[2-(5-methyl-2-phenyl-4-oxazolyl)ethoxy]pyridine (575 mg) and ethyl(3-phenyl-1H-pyrazol-4-yl)acetate (403 mg) in N,N-dimethylformamide (10 ml) at 0° C., and the mixture was stirred at room temperature for 1 hour. The reaction mixture was poured into water, and extracted with ethyl acetate. The ethyl acetate layer was washed with saturated aqueous sodium chloride solution, dried (MgSO4), and concentrated. The residue ... The reactants are N([C@@H](C(C)C)C(=O)N[C@@H](CC1=CC=C(C=C1)O)C(=O)OC)C(=O)OCC1=CC=CC=C1 (Z-Val-Tyr-OMe), methyl ester, peptides, N[C@H](C)C(=O)O (D-Ala), amide, methyl ester peptides, N[C@@H](CC1=CC=C(C=C1)O)C(=O)O (Tyr), N[C@@H](CCCCNC(=O)OC(C)(C)C)C(=O)O (Lys(Boc)), 54, tripeptide, N([C@@H](C(C)C)C(=O)N[C@@H](CCCCNC(=O)OC(C)(C)C)C(=O)OC)C(=O)OCC1=CC=CC=C1 (Z-Val-Lys(Boc)-OMe), N([C@@H](C)C(=O)N[C@@H](CC1=CC=CC=C1)C(=O)N[C@H](C)C(=O)OC)C(=O)OCC1=CC=CC=C1 (Z-Ala-Phe-D-Ala-OMe), carboxylic acid peptide. Yields the product N([C@@H](C)C(=O)N[C@@H](CC1=CC=CC=C1)C(=O)N[C@H](C)C(=O)N)C(=O)OCC1=CC=CC=C1 (Z-Ala-Phe-D-Ala-NH2). RXN SMILES: [NH:1]([C:22]([O:24][CH2:25][C:26]1[CH:31]=[CH:30][CH:29]=[CH:28][CH:27]=1)=[O:23])[C@H:2]([C:6]([NH:8][C@H:9]([C:18](OC)=[O:19])[CH2:10][C:11]1[CH:16]=[CH:15][C:14](O)=[CH:13][CH:12]=1)=[O:7])C(C)C.[NH:32](C(OCC1C=CC=CC=1)=O)[C@H:33]([C:37]([NH:39][C@H](C(OC)=O)CCCCNC(OC(C)(C)C)=O)=[O:38])[CH:34](C)C.N(C(OCC1C=CC=CC=1)=O)[C@H:68](C(N[C@H](C(N[C@@H](C(OC)=O)C)=O)CC1C=CC=CC=1)=O)C.N[C@H](C(O)=O)CC1C=CC(O)=CC=1.N[C@H](C(O)=O)CCCCNC(OC(C)(C)C)=O.N[C@@H](C(O)=O)C>>[NH:1]([C:22]([O:24][CH2:25][C:26]1[CH:31]=[CH:30][CH:29]=[CH:28][CH:27]=1)=[O:23])[C@H:2]([C:6]([NH:8][C@H:9]([C:18]([NH:32][C@@H:33]([C:37]([NH2:39])=[O:38])[CH3:34])=[O:19])[CH2:10][C:11]1[CH:12]=[CH:13][CH:14]=[CH:15][CH:16]=1)=[O:7])[CH3:68]. Procedure: With the exception of Z-Val-Tyr-OMe, Z-Val-Lys(Boc)-OMe and Z-Ala-Phe-D-Ala-OMe, all substrate peptides were quantitatively converted into products, i.e. the corresponding amide peptide and free carboxylic acid peptide, in 4 h reaction time. At longer reaction times also the methyl ester peptides ending with Tyr and Lys(Boc) were totally converted. Surprisingly, the methyl ester of the tripeptide with a C-terminal D-Ala residue was also converted. The HPLC analysis at 75 h reaction time showed c... Starting materials: C(O)([O-])=O.[Na+] (sodium hydrogen carbonate), B (borane), O (water), ClC1=CC=C(C=C1)C1=CC=C(C=C1)CC(=O)O (2-[4-(4-chlorophenyl)-phenyl]acetic acid). The solvent is C(C)(=O)OCC (Ethyl acetate), O1CCCC1 (tetrahydrofuran). Conditions: temperature 4 celsius, time 1 hour. Yields the product ClC1=CC=C(C=C1)C1=CC=C(C=C1)CCO (2-[4-(4-chlorophenyl)phenyl]-ethanol). The yield is 92.3%. Reaction SMILES: [Cl:1][C:2]1[CH:7]=[CH:6][C:5]([C:8]2[CH:13]=[CH:12][C:11]([CH2:14][C:15](O)=[O:16])=[CH:10][CH:9]=2)=[CH:4][CH:3]=1.B.O.C(=O)([O-])O.[Na+]>O1CCCC1.C(OCC)(=O)C>[Cl:1][C:2]1[CH:3]=[CH:4][C:5]([C:8]2[CH:13]=[CH:12][C:11]([CH2:14][CH2:15][OH:16])=[CH:10][CH:9]=2)=[CH:6][CH:7]=1 |f:3.4|. Procedure: Borane-methylsulphide complex (12 ml.) was added to a stirred solution of 2-[4-(4-chlorophenyl)-phenyl]acetic acid (24.7 g.) in tetrahydrofuran (100 ml.), maintained at 4° C. and under an atmosphere of nitrogen. After 1 hour at 4° C., the reaction mixture was allowed to warm up to room temperature and was then stirred for an additional 20 hours. The excess borane was then decomposed by careful addition of water (50 ml.) to the stirred reaction mixture. Ethyl acetate (200 ml.) and a saturated aqu...